This data is from the Open Reaction Database (ORD), a public repository of structured organic reaction records. The task is: describe an organic reaction: reactants, conditions, products, and yield Yield: 100.6%. Starting materials: ClC1=CC=C(C=N1)[C@H](C(F)(F)F)N1C[C@H](CC1)NC(OC(C)(C)C)=O (tert-butyl (S)-1-((R)-1-(6-chloropyridin-3-yl)-2,2,2-trifluoroethyl)pyrrolidin-3-ylcarbamate), NN (hydrazine). As a reaction SMILES: Cl[C:2]1[N:7]=[CH:6][C:5]([C@@H:8]([N:13]2[CH2:17][CH2:16][C@H:15]([NH:18][C:19](=[O:25])[O:20][C:21]([CH3:24])([CH3:23])[CH3:22])[CH2:14]2)[C:9]([F:12])([F:11])[F:10])=[CH:4][CH:3]=1.[NH2:26][NH2:27]>C(O)C(C)C>[F:10][C:9]([F:12])([F:11])[C@H:8]([N:13]1[CH2:17][CH2:16][C@H:15]([NH:18][C:19](=[O:25])[O:20][C:21]([CH3:24])([CH3:23])[CH3:22])[CH2:14]1)[C:5]1[CH:6]=[N:7][C:2]([NH:26][NH2:27])=[CH:3][CH:4]=1. Run in C(C(C)C)O (i-BuOH). Procedure details: A solution of tert-butyl (S)-1-((R)-1-(6-chloropyridin-3-yl)-2,2,2-trifluoroethyl)pyrrolidin-3-ylcarbamate (68.5 g, 180.4 mmol) and anhydrous hydrazine (56.61 mL, 1804 mmol) in i-BuOH (80 mL) was stirred at 106° C. in a sealed flask for 16 hours. After cooling to ambient temperature, the solvent was removed under reduced pressure. The residue was partitioned in ethyl acetate (800 mL) and water (100 mL). The organic layer was separated, washed with brine, dried (sodium sulfate), filtered and conc... The product is FC([C@@H](C=1C=NC(=CC1)NN)N1C[C@H](CC1)NC(OC(C)(C)C)=O)(F)F (tert-butyl (S)-1-((R)-2,2,2-trifluoro-1-(6-hydrazinylpyridin-3-yl)ethyl)pyrrolidin-3-ylcarbamate).